Dataset: the Open Reaction Database (ORD), a public repository of structured organic reaction records. Task: describe an organic reaction: reactants, conditions, products, and yield The reactants are CN(C)c1ccccc1, ClC(Cl)Cl, O=S(=O)(O)Cl, ClCCl, [Na+], [Na+], O=C([O-])[O-]. The product is CN(C)c1ccc(S(=O)(=O)Cl)cc1. RXN SMILES: [CH3:1][N:2]([CH3:3])[c:4]1[cH:5][cH:6][cH:7][cH:8][cH:9]1.[CH:24]([Cl:25])([Cl:26])[Cl:27].[Cl:10][S:11](=[O:12])(=[O:13])[OH:14].[Cl:15][CH2:16][Cl:17].[Na+:18].[Na+:19].[O-:20][C:21](=[O:22])[O-:23]>>[CH3:1][N:2]([CH3:3])[c:4]1[cH:5][cH:6][c:7]([S:11]([Cl:10])(=[O:12])=[O:13])[cH:8][cH:9]1. The reactants are N-Aryl-benzenesulfonamides, NC1=C(C=C(C=C1)Cl)C(=O)C1=CC=CC=C1 ((2-amino-5-chloro-phenyl)-phenyl-methanone), CS(=O)(=O)C1=CC=C(C=C1)S(=O)(=O)Cl (4-Methanesulfonyl-benzenesulfonyl chloride). The product is C(C1=CC=CC=C1)(=O)C1=C(C=CC(=C1)Cl)NS(=O)(=O)C1=CC=C(C=C1)S(=O)(=O)C (N-(2-Benzoyl-4-chloro-phenyl)-4-methanesulfonyl-benzenesulfonamide). RXN SMILES: [NH2:1][C:2]1[CH:7]=[CH:6][C:5]([Cl:8])=[CH:4][C:3]=1[C:9]([C:11]1[CH:16]=[CH:15][CH:14]=[CH:13][CH:12]=1)=[O:10].[CH3:17][S:18]([C:21]1[CH:26]=[CH:25][C:24]([S:27](Cl)(=[O:29])=[O:28])=[CH:23][CH:22]=1)(=[O:20])=[O:19]>>[C:9]([C:3]1[CH:4]=[C:5]([Cl:8])[CH:6]=[CH:7][C:2]=1[NH:1][S:27]([C:24]1[CH:23]=[CH:22][C:21]([S:18]([CH3:17])(=[O:20])=[O:19])=[CH:26][CH:25]=1)(=[O:29])=[O:28])(=[O:10])[C:11]1[CH:12]=[CH:13][CH:14]=[CH:15][CH:16]=1. Procedure: The title compound was prepared according to the general procedure for the synthesis of N-Aryl-benzenesulfonamides previously described using 115 mg of (2-amino-5-chloro-phenyl)-phenyl-methanone and 127 mg of 4-Methanesulfonyl-benzenesulfonyl chloride. 1H-NMR (400 MHz, CDCl3): δ 2.92 (s, 3H), 7.34 (m, 3H), 7.434 (m, 2H), 7.51 (dd, 1H, J=8.8 Hz, 2.4 Hz), 7.60 (m, 1H), 7.75 (d, 1H, J=8.8 Hz), 7.80-7.86 (m, 4H), 9.86 (b, 1H). MS: m/z 450.9 (M++1). The reactants are [Br-], c1ccc(CN2CCNCC2)cc1, C1CCC2=NCCCN2CC1, CC(C)CCNC(=O)c1ccc(Cl)nn1, CCCC[N+](CCCC)(CCCC)CCCC, C1COCCO1. Yields the product CC(C)CCNC(=O)c1ccc(N2CCN(Cc3ccccc3)CC2)nn1. Reaction SMILES: [Br-:40].[CH2:16]([c:17]1[cH:18][cH:19][cH:20][cH:21][cH:22]1)[N:23]1[CH2:24][CH2:25][NH:26][CH2:27][CH2:28]1.[CH2:29]1[CH2:30][CH2:31][C:32]2=[N:37][CH2:36][CH2:35][CH2:34][N:33]2[CH2:38][CH2:39]1.[CH3:1][CH:2]([CH2:3][CH2:4][NH:5][C:6](=[O:7])[c:8]1[n:9][n:10][c:11]([Cl:14])[cH:12][cH:13]1)[CH3:15].[CH3:41][CH2:42][CH2:43][CH2:44][N+:45]([CH2:46][CH2:47][CH2:48][CH3:49])([CH2:50][CH2:51][CH2:52][CH3:53])[CH2:54][CH2:55][CH2:56][CH3:57].[O:58]1[CH2:59][CH2:60][O:61][CH2:62][CH2:63]1>>[CH3:1][CH:2]([CH2:3][CH2:4][NH:5][C:6](=[O:7])[c:8]1[n:9][n:10][c:11]([N:26]2[CH2:25][CH2:24][N:23]([CH2:16][c:17]3[cH:18][cH:19][cH:20][cH:21][cH:22]3)[CH2:28][CH2:27]2)[cH:12][cH:13]1)[CH3:15]. The reactants are NC=1C=NC=C(C(=O)O)C1 (5-aminonicotinic acid), N(=O)[O-].[Na+] (NaNO2). Run in OS(=O)(=O)O (H2SO4). Product: OC=1C=NC=C(C(=O)O)C1 (5-hydroxynicotinic acid). As a reaction SMILES: N[C:2]1[CH:3]=[N:4][CH:5]=[C:6]([CH:10]=1)[C:7]([OH:9])=[O:8].N([O-])=[O:12].[Na+]>OS(O)(=O)=O>[OH:12][C:2]1[CH:3]=[N:4][CH:5]=[C:6]([CH:10]=1)[C:7]([OH:9])=[O:8] |f:1.2|. Procedure: A mixture of 4.00 g (29.0 mmol) of 5-aminonicotinic acid in 400 ml of 0.1N H2SO4 at room temperature was diazotized with 2.2 g (31.8 mmol) of NaNO2 by the method of R. Graf (supra) to afford 5-hydroxynicotinic acid. The intermediate free acid was esterified in anhydrous methanolic HCl by the method of Urban (supra) to afford 2.34 g (53% overall yield) of 5-hydroxy nicotinic acid, methyl ester, mp 186°-187° C. (lit 182°-193° C.; Urban, supra). The IR data gave the characteristic 5-hydroxy band at... Starting materials: ClC1=CC=C(CN2C(=CC3=CC=CC=C23)C(=O)N2CCC(CC2)C(=O)O)C=C1 (1-(1-(4-chlorobenzyl)-1H-indole-2-carbonyl)piperidine-4-carboxylic acid), CCN=C=NCCCN(C)C (EDCI), ON1N=NC2=C1C=CC=C2 (1-hydroxybenzotriazole), CCN(C(C)C)C(C)C (Hunig's Base), FC=1C=C(C=CC1)CN ((3-fluorophenyl)methanamine). Solvent: O (water), C(C)(=O)OCC (ethyl acetate), C(Cl)Cl (DCM). Conditions: time 8 hour. Yields the product ClC1=CC=C(CN2C(=CC3=CC=CC=C23)C(=O)N2CCC(CC2)C(=O)NCC2=CC(=CC=C2)F)C=C1 (1-(1-(4-chlorobenzyl)-1H-indole-2-carbonyl)-N-(3-fluorobenzyl)piperidine-4-carboxamide). RXN SMILES: [Cl:1][C:2]1[CH:28]=[CH:27][C:5]([CH2:6][N:7]2[C:15]3[C:10](=[CH:11][CH:12]=[CH:13][CH:14]=3)[CH:9]=[C:8]2[C:16]([N:18]2[CH2:23][CH2:22][CH:21]([C:24](O)=[O:25])[CH2:20][CH2:19]2)=[O:17])=[CH:4][CH:3]=1.CCN=C=NCCCN(C)C.ON1C2C=CC=CC=2N=N1.CCN(C(C)C)C(C)C.[F:59][C:60]1[CH:61]=[C:62]([CH2:66][NH2:67])[CH:63]=[CH:64][CH:65]=1>C(Cl)Cl.O.C(OCC)(=O)C>[Cl:1][C:2]1[CH:28]=[CH:27][C:5]([CH2:6][N:7]2[C:15]3[C:10](=[CH:11][CH:12]=[CH:13][CH:14]=3)[CH:9]=[C:8]2[C:16]([N:18]2[CH2:19][CH2:20][CH:21]([C:24]([NH:67][CH2:66][C:62]3[CH:63]=[CH:64][CH:65]=[C:60]([F:59])[CH:61]=3)=[O:25])[CH2:22][CH2:23]2)=[O:17])=[CH:4][CH:3]=1. Procedure details: 1-(1-(4-chlorobenzyl)-1H-indole-2-carbonyl)piperidine-4-carboxylic acid (100 mg, 0.252 mmol), EDCI (72.5 mg, 0.378 mmol), and 1-hydroxybenzotriazole (51.1 mg, 0.378 mmol) were dissolved in DCM (Volume: 3.0 ml). The reaction was stirred at room temperature for 10 minutes before Hunig's Base (0.066 ml, 0.378 mmol) and (3-fluorophenyl)methanamine (0.043 ml, 0.378 mmol) were added. The reaction was allowed to stir overnight at room temperature. The reaction was diluted with water and ethyl acetate. ...